This data is from the Open Reaction Database (ORD), a public repository of structured organic reaction records. The task is: describe an organic reaction: reactants, conditions, products, and yield The reactants are CS(=O)C (DMSO), OC=1C=CC(=NC1)C(=O)O (5-hydroxy-pyridine-2-carboxylic acid), C1=CN(C=N1)C(=O)N2C=CN=C2 (CDI), ONC(C(C)C)=N (N-hydroxy-isobutyramidine). The solvent is CC(OCC)=O (EA). Conditions: temperature 90 celsius. Product: C(C)(C)C1=NOC(=N1)C1=CC=C(C=N1)O (6-(3-Isopropyl-[1,2,4]oxadiazol-5-yl)-pyridin-3-ol). Reaction SMILES: CS(C)=O.[OH:5][C:6]1[CH:7]=[CH:8][C:9]([C:12]([OH:14])=O)=[N:10][CH:11]=1.C1N=CN(C(N2C=NC=C2)=O)C=1.O[NH:28][C:29](=[NH:33])[CH:30]([CH3:32])[CH3:31]>CC(=O)OCC>[CH:30]([C:29]1[N:33]=[C:12]([C:9]2[N:10]=[CH:11][C:6]([OH:5])=[CH:7][CH:8]=2)[O:14][N:28]=1)([CH3:32])[CH3:31]. Reported procedure: To DMSO (25 mL) was added 5-hydroxy-pyridine-2-carboxylic acid (1.0 g) and CDI (1.3 g). After 15 minutes N-hydroxy-isobutyramidine (820 mg) was added. After 1 hour the mixture was heated to 90° C. for 1 hour. After the mixture reached room temperature, it was diluted with EA and washed three times with HCl (0.1 M). The organic phase was dried (Na2SO4) and concentrated to provide the title compound. MS ESI+: m/z=206 [M+H]+. Conditions: time 10 minute. The solvent is C(Cl)Cl (DCM), C1CCOC1 (THF). The reactants are [Cl-].[NH4+] (ammonium chloride), [H-].[Na+] (Sodium hydride), C(C)(C)(C)OC(=O)N[C@H](CO)CC1=CC=CC=C1 (N-tert-butoxycarbonyl-(S)-1-benzyl-1-aminoethan-2-ol), CI (methyl iodide), FC(C(=O)O)(F)F (trifluoroacetic acid). Procedure: Sodium hydride (60% dispersion in oil: 322 mg, 8.1 mmol) was added to a stirred solution of N-tert-butoxycarbonyl-(S)-1-benzyl-1-aminoethan-2-ol (2.02 g, 8.1 mmol) in dry THF (50 ml) at 0° C. under argon. The mixture was stirred for 10 min. and methyl iodide (3 ml) added. The reaction mixture was allowed to warm to room temperature and stirred for 1 h. Saturated ammonium chloride (80 ml) was added and the mixture extracted with ethyl acetate (2×100 ml). The combined organic extracts were dried o... RXN SMILES: [H-].[Na+].C(OC([NH:10][C@@H:11]([CH2:14][C:15]1[CH:20]=[CH:19][CH:18]=[CH:17][CH:16]=1)[CH2:12][OH:13])=O)(C)(C)C.CI.[Cl-].[NH4+].F[C:26](F)(F)C(O)=O>C1COCC1.C(Cl)Cl>[CH2:14]([C@H:11]([NH2:10])[CH2:12][O:13][CH3:26])[C:15]1[CH:20]=[CH:19][CH:18]=[CH:17][CH:16]=1 |f:0.1,4.5|. Yields the product C(C1=CC=CC=C1)[C@@H](COC)N ((S)-1-benzyl-2-methoxyethylamine). Isolated yield 47.0%.